From a dataset of the Open Reaction Database (ORD), a public repository of structured organic reaction records. describe an organic reaction: reactants, conditions, products, and yield The reactants are aliphatic, C(C(C(C(C(C(C=O)O)O)O)O)O)O (heptose), tetrasubstituted bisphosphonate, [H-].[Na+] (sodium hydride). The solvent is C(OC)COC (dimethoxy ethane). The product is 2,5-anhydro-1-deoxy-1-C-(disubstituted phosphinyl)-3,4,6-tris-O-(phenylmethyl)-D-glucitol, C([C@@H](O)[C@@H](O)[C@H](O)[C@H](O)CO)O (D-mannitol). As a reaction SMILES: C(O)[CH:2]([OH:13])[CH:3]([OH:12])[CH:4]([OH:11])[CH:5]([OH:10])[CH:6]([OH:9])[CH:7]=[O:8].[H-].[Na+]>C(COC)OC>[CH2:2]([OH:13])[C@H:3]([C@H:4]([C@@H:5]([C@@H:6]([CH2:7][OH:8])[OH:9])[OH:10])[OH:11])[OH:12] |f:1.2|. Procedure details: In Method B, 3,6-anhydro-2-deoxy-4,5,7-tris-O-(phenylmethyl)-D-gluco (and D-manno) heptose mixture 4 is reacted with a tetrasubstituted bisphosphonate, where and R' and R" may be any of the aliphatic substituents listed in Table II, and sodium hydride in dimethoxy ethane, giving the isomeric mixture 2,5-anhydro-1-deoxy-1-C-(disubstituted phosphinyl)-3,4,6-tris-O-(phenylmethyl)-D-glucitol and D-mannitol 12' which are then reacted as described in Method A giving 2,5-anhydro-1-deoxy 1-(disubstitute... Reactants: [BH4-], CCOC(=O)C(N)C=C(C)CP(=O)(O)O, CC(=O)[O-], CCO, CC(=O)O, O=Cc1ccccc1, Cl, [Na+], [Na+], O. Yields the product CCOC(=O)C(C=C(C)CP(=O)(O)O)NCc1ccccc1. RXN SMILES: [BH4-:29].[CH2:14]([CH3:15])[O:16][C:17]([CH:18]([CH:19]=[C:20]([CH2:21][P:22](=[O:23])([OH:24])[OH:25])[CH3:26])[NH2:27])=[O:28].[CH3:2][C:3](=[O:4])[O-:5].[CH3:33][CH2:34][OH:35].[CH3:36][C:37](=[O:38])[OH:39].[CH:6](=[O:7])[c:8]1[cH:9][cH:10][cH:11][cH:12][cH:13]1.[ClH:31].[Na+:1].[Na+:30].[OH2:32]>>[CH2:6]([c:8]1[cH:9][cH:10][cH:11][cH:12][cH:13]1)[NH:27][CH:18]([C:17]([O:16][CH2:14][CH3:15])=[O:28])[CH:19]=[C:20]([CH2:21][P:22](=[O:23])([OH:24])[OH:25])[CH3:26].